From a dataset of the Open Reaction Database (ORD), a public repository of structured organic reaction records. describe an organic reaction: reactants, conditions, products, and yield The reactants are ClC1=C(O[C@H](C(=O)NC[C@@H]2[C@H]([C@@H]([C@@H](O2)N2C(NC=C(C2=O)CC)=O)F)O)C)C=C(C(=C1)Cl)OC (5-[2(S)-(2,4-dichloro-5-methoxyphenoxy)-propionamido]-2,5-dideoxy-2-fluoro-β-D-arabinofuranosyl-5-ethyluracil), C(=O)(OC(C)(C)C)N[C@H](C(C)C)C(=O)O (N-Boc-D-valine). Yields the product C(C)(C)(C)OC(=O)N[C@H](C(C)C)C(=O)O[C@H]1[C@@H]([C@@H](O[C@@H]1CNC([C@H](C)OC1=C(C=C(C(=C1)OC)Cl)Cl)=O)N1C(NC=C(C1=O)CC)=O)F (3-O-[N-(tert-butoxycarbonyl)-D-valyl]-5-[2(S)-(2,4-dichioro-5-methoxyphenoxy)-propionamido]-2,5-dideoxy-2-fluoro-β-D-arabinofuranosyl-5-ethyluracil). As a reaction SMILES: [Cl:1][C:2]1[CH:31]=[C:30]([Cl:32])[C:29]([O:33][CH3:34])=[CH:28][C:3]=1[O:4][C@@H:5]([CH3:27])[C:6]([NH:8][CH2:9][C@H:10]1[O:14][C@@H:13]([N:15]2[C:20](=[O:21])[C:19]([CH2:22][CH3:23])=[CH:18][NH:17][C:16]2=[O:24])[C@@H:12]([F:25])[C@@H:11]1[OH:26])=[O:7].[C:35]([NH:42][C@@H:43]([C:47](O)=[O:48])[CH:44]([CH3:46])[CH3:45])([O:37][C:38]([CH3:41])([CH3:40])[CH3:39])=[O:36]>>[C:38]([O:37][C:35]([NH:42][C@@H:43]([C:47]([O:26][C@@H:11]1[C@@H:10]([CH2:9][NH:8][C:6](=[O:7])[C@@H:5]([O:4][C:3]2[CH:28]=[C:29]([O:33][CH3:34])[C:30]([Cl:32])=[CH:31][C:2]=2[Cl:1])[CH3:27])[O:14][C@@H:13]([N:15]2[C:20](=[O:21])[C:19]([CH2:22][CH3:23])=[CH:18][NH:17][C:16]2=[O:24])[C@H:12]1[F:25])=[O:48])[CH:44]([CH3:45])[CH3:46])=[O:36])([CH3:40])([CH3:41])[CH3:39]. Reported procedure: Coupling of 1-[5-[2(S)-(2,4-dichloro-5-methoxyphenoxy)-propionamido]-2,5-dideoxy-2-fluoro-β-D-arabinofuranosyl-5-ethyluracil with N-Boc-D-valine in a manner analogous to that described in Example 1(A) gave 1-[3-O-[N-(tert-butoxycarbonyl)-D-valyl]-5-[2(S)-(2,4-dichioro-5-methoxyphenoxy)-propionamido]-2,5-dideoxy-2-fluoro-β-D-arabinofuranosyl-5-ethyluracil as a white solid, m.p. 101° C. (dec.).